The task is: describe an organic reaction: reactants, conditions, products, and yield. This data is from the Open Reaction Database (ORD), a public repository of structured organic reaction records. Starting materials: C[C@@H]1N(CCCC1)C1=NN=C2N1C=C(C=C2)O[C@@H]2CC[C@@H](C1=CC=CC=C21)N ((1S,4R)-4-[3-((S)-2-Methyl-piperidin-1-yl)-[1,2,4]triazolo[4,3-a]pyridin-6-yloxy]-1,2,3,4-tetrahydro-naphthalen-1-ylamine), C1(=CC=CC=C1)OC(NC=1N(N=C(C1)C(C)(C)C)C1=NC(=NC=C1)N(C)CCN(C)C)=O ((5-tert-Butyl-2-{2-[(2-dimethylamino-ethyl)-methyl-amino]-pyrimidin-4-yl}-2H-pyrazol-3-yl)-carbamic acid phenyl ester), CCN(C(C)C)C(C)C (DIPEA). Solvent: O1CCOCC1 (1,4-dioxane). Conditions: temperature 70 celsius, time 18 hour. The product is C(C)(C)(C)C=1C=C(N(N1)C1=NC(=NC=C1)N(C)CCN(C)C)NC(=O)N[C@H]1CC[C@H](C2=CC=CC=C12)OC=1C=CC=2N(C1)C(=NN2)N2[C@H](CCCC2)C (1-(5-tert-Butyl-2-{2-[(2-dimethylamino-ethyl)-methyl-amino]-pyrimidin-4-yl}-2H-pyrazol-3-yl)-3-{(1S,4R)-4-[3-((S)-2-methyl-piperidin-1-yl)-[1,2,4]triazolo[4,3-a]pyridin-6-yloxy]-1,2,3,4-tetrahydro-naphthalen-1-yl}-urea). Yield: 56.7%. Reaction SMILES: [CH3:1][C@H:2]1[CH2:7][CH2:6][CH2:5][CH2:4][N:3]1[C:8]1[N:12]2[CH:13]=[C:14]([O:17][C@H:18]3[C:27]4[C:22](=[CH:23][CH:24]=[CH:25][CH:26]=4)[C@@H:21]([NH2:28])[CH2:20][CH2:19]3)[CH:15]=[CH:16][C:11]2=[N:10][N:9]=1.C1([O:35][C:36](=O)[NH:37][C:38]2[N:39]([C:47]3[CH:52]=[CH:51][N:50]=[C:49]([N:53]([CH2:55][CH2:56][N:57]([CH3:59])[CH3:58])[CH3:54])[N:48]=3)[N:40]=[C:41]([C:43]([CH3:46])([CH3:45])[CH3:44])[CH:42]=2)C=CC=CC=1.CCN(C(C)C)C(C)C>O1CCOCC1>[C:43]([C:41]1[CH:42]=[C:38]([NH:37][C:36]([NH:28][C@@H:21]2[C:22]3[C:27](=[CH:26][CH:25]=[CH:24][CH:23]=3)[C@H:18]([O:17][C:14]3[CH:15]=[CH:16][C:11]4[N:12]([C:8]([N:3]5[CH2:4][CH2:5][CH2:6][CH2:7][C@@H:2]5[CH3:1])=[N:9][N:10]=4)[CH:13]=3)[CH2:19][CH2:20]2)=[O:35])[N:39]([C:47]2[CH:52]=[CH:51][N:50]=[C:49]([N:53]([CH2:55][CH2:56][N:57]([CH3:58])[CH3:59])[CH3:54])[N:48]=2)[N:40]=1)([CH3:46])([CH3:44])[CH3:45]. Procedure details: A solution of Intermediate 81d (25 mg, 0.066 mmol) in 1,4-dioxane (0.7 mL) was treated with Intermediate 140c (32 mg, 0.073 mmol) and DIPEA (0.014 mL, 0.083 mmol) and the mixture was stirred at 70° C. for 18 h. The cooled solution was concentrated in vacuo, and the residue was partitioned between DCM and water. The phases were separated and the aqueous layer was extracted with DCM (×2). The combined organic phase was washed with brine, dried (Na2SO4) and concentrated in vacuo to a brown gum. FCC... Reactants: COC(=O)NCCOC(CCN(C(OC(C)(C)C)=O)C)C1=C(C=CC(=C1)Cl)C (tert-butyl 3-(2-(methoxycarbonyl)aminoethoxy)-3-(2-methyl-5-chlorophenyl)propyl(methyl)carbamate). Run in C(=O)(C(F)(F)F)O.C(Cl)Cl (TFA CH2Cl2). Conditions: time 1 hour. Product: ClC=1C=CC(=C(C1)C(CCNC)OCCNC(OC)=O)C (methyl 2-(1-(5-chloro-2-methylphenyl)-3-(methylamino)propoxy)ethylcarbamate). The yield is 143.8%. Reaction SMILES: [CH3:1][O:2][C:3]([NH:5][CH2:6][CH2:7][O:8][CH:9]([C:21]1[CH:26]=[C:25]([Cl:27])[CH:24]=[CH:23][C:22]=1[CH3:28])[CH2:10][CH2:11][N:12](C)[C:13](=O)OC(C)(C)C)=[O:4]>C(O)(C(F)(F)F)=O.C(Cl)Cl>[Cl:27][C:25]1[CH:24]=[CH:23][C:22]([CH3:28])=[C:21]([CH:9]([O:8][CH2:7][CH2:6][NH:5][C:3](=[O:4])[O:2][CH3:1])[CH2:10][CH2:11][NH:12][CH3:13])[CH:26]=1 |f:1.2|. Procedure: tert-butyl 3-(2-(methoxycarbonyl)aminoethoxy)-3-(2-methyl-5-chlorophenyl)propyl(methyl)carbamate (110 mg) was dissolved in a solution of 20% (V/V) TFA/CH2Cl2 (10 mL). The reaction mixture was stirred at room temperature for 1 h. The reaction mixture was concentrated in vacuo to afford methyl 2-(1-(5-chloro-2-methylphenyl)-3-(methylamino)propoxy)ethylcarbamate (120 mg, 100%). The reactants are O1C(COC2=CC=CC=3C(C4=CC=CC=C4C23)=O)C1 (4-(2,3-epoxypropoxy)-9-fluorenone), C1CN1 (ethylene imine). The product is N1(CC1)CC(COC1=CC=CC=2C(C3=CC=CC=C3C12)=O)O (4-[3-(1-aziridinyl)-2-hydroxypropoxy]-9-fluorenone). RXN SMILES: [O:1]1[CH2:19][CH:2]1[CH2:3][O:4][C:5]1[C:17]2[C:16]3[C:11](=[CH:12][CH:13]=[CH:14][CH:15]=3)[C:10](=[O:18])[C:9]=2[CH:8]=[CH:7][CH:6]=1.[CH2:20]1[NH:22][CH2:21]1>>[N:22]1([CH2:19][CH:2]([OH:1])[CH2:3][O:4][C:5]2[C:17]3[C:16]4[C:11](=[CH:12][CH:13]=[CH:14][CH:15]=4)[C:10](=[O:18])[C:9]=3[CH:8]=[CH:7][CH:6]=2)[CH2:20][CH2:21]1. Procedure: 4 g of 4-(2,3-epoxypropoxy)-9-fluorenone are allowed to stand at room temperature over night together with 15 cc of ethylene imine. The excess ethylene imine is removed by evaporation, the residue is taken up in ether and the solution is concentrated by evaporation until crystallization commences. The title compound has an M.P. of 113°-116°.